This data is from the Open Reaction Database (ORD), a public repository of structured organic reaction records. The task is: describe an organic reaction: reactants, conditions, products, and yield Product: Cc1cccc(S(=O)(=O)Nc2ccc(C(C)C)n(CC(=O)OC(C)(C)C)c2=O)c1. The reactants are ClCCl, CC(C)c1ccc(N)c(=O)n1CC(=O)OC(C)(C)C, Cc1cccc(S(=O)(=O)Cl)c1. RXN SMILES: [CH2:31]([Cl:32])[Cl:33].[NH2:1][c:2]1[c:3](=[O:19])[n:4]([CH2:11][C:12](=[O:13])[O:14][C:15]([CH3:16])([CH3:17])[CH3:18])[c:5]([CH:8]([CH3:9])[CH3:10])[cH:6][cH:7]1.[c:20]1([CH3:30])[cH:21][c:22]([S:26](=[O:27])(=[O:28])[Cl:29])[cH:23][cH:24][cH:25]1>>[NH:1]([c:2]1[c:3](=[O:19])[n:4]([CH2:11][C:12](=[O:13])[O:14][C:15]([CH3:16])([CH3:17])[CH3:18])[c:5]([CH:8]([CH3:9])[CH3:10])[cH:6][cH:7]1)[S:26]([c:22]1[cH:21][c:20]([CH3:30])[cH:25][cH:24][cH:23]1)(=[O:27])=[O:28]. Reactants: C(=O)=O.CC(=O)C (dry-ice acetone), [Sn](Cl)(Cl)(Cl)Cl (tin tetrachloride), C(C1=CC=CC=C1)(=O)OCCC(=CCCl)C (5-chloro-3-methyl-3-pentenyl benzoate), C=C(C)C (isobutene). Run in O (water), ClCCCl (1,2-dichloroethane), C(C)O (ethanol). Product: C(C1=CC=CC=C1)(=O)OCCC(=CCCC(C)(C)Cl)C (7-chloro-3,7-dimethyl-3-octenyl benzoate). RXN SMILES: C(=O)=O.CC(C)=O.[C:8]([O:16][CH2:17][CH2:18][C:19]([CH3:23])=[CH:20][CH2:21]Cl)(=[O:15])[C:9]1[CH:14]=[CH:13][CH:12]=[CH:11][CH:10]=1.[CH2:24]=[C:25]([CH3:27])[CH3:26].[Sn](Cl)(Cl)(Cl)[Cl:29]>O.C(O)C.ClCCCl>[C:8]([O:16][CH2:17][CH2:18][C:19]([CH3:23])=[CH:20][CH2:21][CH2:24][C:25]([Cl:29])([CH3:27])[CH3:26])(=[O:15])[C:9]1[CH:14]=[CH:13][CH:12]=[CH:11][CH:10]=1 |f:0.1|. Procedure: In a flask equipped with a dry-ice-acetone reflux condenser were placed 23.9 grams of 5-chloro-3-methyl-3-pentenyl benzoate, 5.6 grams of isobutene and 100ml of 1,2-dichloroethane. To the mixture in the flask was added dropwise a catalyst solution consisting of 1 ml of tin tetrachloride (=stannic chloride) and 0.5ml of ethanol while stirring and cooling the system in an ice-water bath. The system was reacted for two hours with cooling and stirring, and then the reaction was stopped by adding 100... Reactants: CC1(C)CC(c2ccccc2N)Nc2ccc(C(F)(F)F)cc21, CS(=O)(=O)Cl, ClCCl, O, c1ccncc1. Yields the product CC1(C)CC(c2ccccc2NS(C)(=O)=O)Nc2ccc(C(F)(F)F)cc21. Reaction SMILES: [CH3:1][C:2]1([CH3:23])[CH2:3][CH:4]([c:16]2[c:17]([NH2:18])[cH:19][cH:20][cH:21][cH:22]2)[NH:5][c:6]2[cH:7][cH:8][c:9]([C:12]([F:13])([F:14])[F:15])[cH:10][c:11]21.[CH3:30][S:31]([Cl:32])(=[O:33])=[O:34].[Cl:35][CH2:36][Cl:37].[OH2:38].[cH:24]1[cH:25][cH:26][n:27][cH:28][cH:29]1>>[CH3:1][C:2]1([CH3:23])[CH2:3][CH:4]([c:16]2[c:17]([NH:18][S:31]([CH3:30])(=[O:33])=[O:34])[cH:19][cH:20][cH:21][cH:22]2)[NH:5][c:6]2[cH:7][cH:8][c:9]([C:12]([F:13])([F:14])[F:15])[cH:10][c:11]21. The reactants are C(CCC)C1(C(C(=C(C2=CC(=CC=C12)F)O)C1=NS(C2=C(N1)C=CC=C2)(=O)=O)=O)CCCC (1,1-dibutyl-3-(1,1-dioxido-4H-1,2,4-benzothiadiazin-3-yl)-6-fluoro-4-hydroxynaphthalen-2(1 H)-one), [OH-].[Na+] (sodium hydroxide). Solvent: C(C)#N (acetonitrile). Conditions: time 20 minute. The product is C(CCC)C1(C(C(=C(C2=CC(=CC=C12)F)[O-])C1=NS(C2=C(N1)C=CC=C2)(=O)=O)=O)CCCC.[Na+] (Sodium 4,4-dibutyl-2-(1,1-dioxido-4H-1,2,4-benzothiadiazin-3-yl)-7-fluoro-3-oxo-3,4-dihydronaphthalen-1-olate). The yield is 104.4%. Reaction SMILES: [CH2:1]([C:5]1([CH2:30][CH2:31][CH2:32][CH3:33])[C:14]2[C:9](=[CH:10][C:11]([F:15])=[CH:12][CH:13]=2)[C:8]([OH:16])=[C:7]([C:17]2[NH:22][C:21]3[CH:23]=[CH:24][CH:25]=[CH:26][C:20]=3[S:19](=[O:28])(=[O:27])[N:18]=2)[C:6]1=[O:29])[CH2:2][CH2:3][CH3:4].[OH-].[Na+:35]>C(#N)C>[CH2:1]([C:5]1([CH2:30][CH2:31][CH2:32][CH3:33])[C:14]2[C:9](=[CH:10][C:11]([F:15])=[CH:12][CH:13]=2)[C:8]([O-:16])=[C:7]([C:17]2[NH:22][C:21]3[CH:23]=[CH:24][CH:25]=[CH:26][C:20]=3[S:19](=[O:27])(=[O:28])[N:18]=2)[C:6]1=[O:29])[CH2:2][CH2:3][CH3:4].[Na+:35] |f:1.2,4.5|. Reported procedure: A solution of compound of Example 18H (33 mg, 0.07 mmol) in acetonitrile (3 mL) and treated with sodium hydroxide solution (1.0 N, 10 μL, 0.07 mmol) followed by stirring at ambient temperature for 20 min. The solution was frozen and lyophilized to afford the title compound (36 mg, 70% overall yield) as a fluffy white solid. 1H NMR (300 MHz, DMSO-d6): δ 0.52 (d, J=6.25 Hz, 2 H) 0.66 (t, J=7.35 Hz, 6 H) 0.85 (m, 2 H) 1.04 (m, 4 H) 1.68 (m, 2 H) 2.11 (m, 2 H) 7.30 (m, 3 H) 7.53 (m, 2 H) 7.69 (m, 2 ... Reactants: [BH4-], CN, CO, [Na+], O, O=Cc1ccc2occc2c1. The product is CNCc1ccc2occc2c1. RXN SMILES: [BH4-:14].[CH3:12][NH2:13].[CH3:17][OH:18].[Na+:15].[OH2:16].[o:1]1[cH:2][cH:3][c:4]2[c:5]1[cH:6][cH:7][c:8]([CH:10]=[O:11])[cH:9]2>>[o:1]1[cH:2][cH:3][c:4]2[c:5]1[cH:6][cH:7][c:8]([CH2:10][NH:13][CH3:12])[cH:9]2. Reactants: Cl (HCl), solution, C(C)(C)(C)OC(N(CC(NC1=C(C=C(C=C1)CO)C)=O)C1=CC(=C(C=C1)F)F)=O ((3,4-difluoro-phenyl)-[(4-hydroxymethyl-2-methyl-phenylcarbamoyl)-methyl]-carbamic acid tert-butyl ester), C(C)(C)N(C(C)C)CC (N,N-diisopropylethylamine), CS(=O)(=O)Cl (methanesulfonyl chloride). Solvent: C(C)(=O)OCC.O (ethyl acetate water), O1CCOCC1 (dioxane), CO (methanol), CN1C(CCC1)=O (1-methyl-2-pyrrolidinone). Run at temperature 95 celsius, time 2 hour. Yields the product Cl.Cl.Cl.FC=1C=C(C=CC1F)NCC(=O)NC1=C(C=C(C=C1)CN1[C@@H](CCC1)CN1CCCC1)C ((S)-2-(3,4-Difluorophenylamino)-N-[2-methyl-4-(2-pyrrolidin-1-ylmethyl-pyrrolidin-1-ylmethyl)-phenyl]-acetamide, trihydrochloride). Reaction SMILES: C(OC(=O)[N:7]([C:21]1[CH:26]=[CH:25][C:24]([F:27])=[C:23]([F:28])[CH:22]=1)[CH2:8][C:9](=[O:20])[NH:10][C:11]1[CH:16]=[CH:15][C:14]([CH2:17]O)=[CH:13][C:12]=1[CH3:19])(C)(C)C.[CH:30]([N:33]([CH2:37][CH3:38])[CH:34]([CH3:36])C)([CH3:32])C.CS([Cl:43])(=O)=O.[ClH:44]>CN1CCCC1=O.CO.O1CCOCC1.C(OCC)(=O)C.O>[ClH:43].[ClH:44].[ClH:43].[F:28][C:23]1[CH:22]=[C:21]([NH:7][CH2:8][C:9]([NH:10][C:11]2[CH:16]=[CH:15][C:14]([CH2:17][N:7]3[CH2:21][CH2:22][CH2:23][C@H:38]3[CH2:37][N:33]3[CH2:30][CH2:32][CH2:36][CH2:34]3)=[CH:13][C:12]=2[CH3:19])=[O:20])[CH:26]=[CH:25][C:24]=1[F:27] |f:7.8,9.10.11.12|. Procedure details: To a solution of (3,4-difluoro-phenyl)-[(4-hydroxymethyl-2-methyl-phenylcarbamoyl)-methyl]-carbamic acid tert-butyl ester (0.200 g) from Example 3b) in dry 1-methyl-2-pyrrolidinone (2 ml) was added N,N-diisopropylethylamine (0.52 ml) followed by methanesulfonyl chloride (0.16 ml) in a single portion. After 3 hours the reaction was poured into ethyl acetate/water. The organic layer was separated and washed with aqueous KHSO4, aqueous NaHCO3 and brine. The organic layer was dried (Na2SO4) and conc... Reactants: Cc1ccc(C(=O)N2CCN(S(=O)(=O)c3ccc(C(F)(F)F)cc3Br)CC2C)cn1, O=C([O-])[O-], C1COCCO1, CB1OB(C)OB(C)O1, ClCCl, Cl, [K+], [K+], c1ccc(P(c2ccccc2)(c2ccccc2)[Pd](P(c2ccccc2)(c2ccccc2)c2ccccc2)(P(c2ccccc2)(c2ccccc2)c2ccccc2)P(c2ccccc2)(c2ccccc2)c2ccccc2)cc1. Yields the product Cl, Cc1ccc(C(=O)N2CCN(S(=O)(=O)c3ccc(C(F)(F)F)cc3C)CC2C)cn1. Reaction SMILES: [Br:1][c:2]1[c:3]([S:12](=[O:13])(=[O:14])[N:15]2[CH2:16][CH:17]([CH3:30])[N:18]([C:21](=[O:22])[c:23]3[cH:24][n:25][c:26]([CH3:29])[cH:27][cH:28]3)[CH2:19][CH2:20]2)[cH:4][cH:5][c:6]([C:8]([F:9])([F:10])[F:11])[cH:7]1.[C:31](=[O:32])([O-:33])[O-:34].[CH2:47]1[O:48][CH2:49][CH2:50][O:51][CH2:52]1.[CH3:37][B:38]1[O:39][B:40]([CH3:41])[O:42][B:43]([CH3:44])[O:45]1.[Cl:53][CH2:54][Cl:55].[ClH:46].[K+:35].[K+:36].[cH:56]1[cH:57][cH:58][c:59]([P:60]([Pd:61]([P:62]([c:63]2[cH:64][cH:65][cH:66][cH:67][cH:68]2)([c:69]2[cH:70][cH:71][cH:72][cH:73][cH:74]2)[c:75]2[cH:76][cH:77][cH:78][cH:79][cH:80]2)([P:81]([c:82]2[cH:83][cH:84][cH:85][cH:86][cH:87]2)([c:88]2[cH:89][cH:90][cH:91][cH:92][cH:93]2)[c:94]2[cH:95][cH:96][cH:97][cH:98][cH:99]2)[P:100]([c:101]2[cH:102][cH:103][cH:104][cH:105][cH:106]2)([c:107]2[cH:108][cH:109][cH:110][cH:111][cH:112]2)[c:113]2[cH:114][cH:115][cH:116][cH:117][cH:118]2)([c:119]2[cH:120][cH:121][cH:122][cH:123][cH:124]2)[c:125]2[cH:126][cH:127][cH:128][cH:129][cH:130]2)[cH:131][cH:132]1>>[ClH:46].[c:2]1([CH3:31])[c:3]([S:12](=[O:13])(=[O:14])[N:15]2[CH2:16][CH:17]([CH3:30])[N:18]([C:21](=[O:22])[c:23]3[cH:24][n:25][c:26]([CH3:29])[cH:27][cH:28]3)[CH2:19][CH2:20]2)[cH:4][cH:5][c:6]([C:8]([F:9])([F:10])[F:11])[cH:7]1.